describe an organic reaction: reactants, conditions, products, and yield From a dataset of the Open Reaction Database (ORD), a public repository of structured organic reaction records. Starting materials: C1CCC2=NCCCN2CC1 (DBU), Cl (HCl), FC(C1=C(C=CC=C1)CC#N)(F)F (2-(2-(trifluoromethyl)phenyl)ethanenitrile), C=O (formaldehyde). The solvent is C1CCOC1 (THF), O (water). Conditions: time 45 minute. The product is FC(C1=C(C=CC=C1)C(C#N)CO)(F)F (2-(2-(trifluoromethyl)phenyl)-3-hydroxypropanenitrile). Isolated yield 94.0%. As a reaction SMILES: C1CCN2C(=NCCC2)CC1.[F:12][C:13]([F:24])([F:23])[C:14]1[CH:19]=[CH:18][CH:17]=[CH:16][C:15]=1[CH2:20][C:21]#[N:22].[CH2:25]=[O:26].Cl>C1COCC1.O>[F:12][C:13]([F:23])([F:24])[C:14]1[CH:19]=[CH:18][CH:17]=[CH:16][C:15]=1[CH:20]([CH2:25][OH:26])[C:21]#[N:22]. Procedure details: A 50 μL (0.33 mmol) sample of DBU was injected into a stirred solution of 2-(2-(trifluoromethyl)phenyl)ethanenitrile (0.995 g, 4.86 mmol) and formaldehyde (600 μL of 30%) in THF (3 mL), producing a mild exotherm. After 45 min, the mixture was acidified (3N HCl), diluted with water and extracted with ethyl acetate. The organic phase was water washed, dried (MgSO4) and stripped. The resulting colorless oil was flash chromatographed on silica gel (22 g) eluting with CH2Cl2 →40% ethyl acetate/CH2Cl2...